This data is from the Open Reaction Database (ORD), a public repository of structured organic reaction records. The task is: describe an organic reaction: reactants, conditions, products, and yield The reactants are CC(=O)OC(C)=O, Oc1ccccc1-c1cccc(-c2cccc(-c3ccccc3)n2)n1, c1ccncc1. The product is CC(=O)Oc1ccccc1-c1cccc(-c2cccc(-c3ccccc3)n2)n1. Reaction SMILES: [CH3:1][C:2](=[O:3])[O:4][C:5](=[O:6])[CH3:7].[c:8]1(-[c:14]2[cH:15][cH:16][cH:17][c:18](-[c:20]3[n:21][c:22](-[c:26]4[c:27]([OH:32])[cH:28][cH:29][cH:30][cH:31]4)[cH:23][cH:24][cH:25]3)[n:19]2)[cH:9][cH:10][cH:11][cH:12][cH:13]1.[cH:33]1[cH:34][cH:35][n:36][cH:37][cH:38]1>>[CH3:1][C:2](=[O:3])[O:32][c:27]1[c:26](-[c:22]2[n:21][c:20](-[c:18]3[cH:17][cH:16][cH:15][c:14](-[c:8]4[cH:9][cH:10][cH:11][cH:12][cH:13]4)[n:19]3)[cH:25][cH:24][cH:23]2)[cH:31][cH:30][cH:29][cH:28]1. The reactants are CC(=O)OCC1OC(OCC2OC(OC3C(COC(C)=O)OC(OC4C(COC(C)=O)OC(OCCBr)C(OC(C)=O)C4OC(C)=O)C(OC(C)=O)C3OC(C)=O)C(OC(C)=O)C(OC(C)=O)C2OC(C)=O)C(OC(C)=O)C(OC(C)=O)C1OC(C)=O, CN(C)C=O, COC(=O)CCS. The product is COC(=O)CCSCCOC1OC(COC(C)=O)C(OC2OC(COC(C)=O)C(OC3OC(COC4OC(COC(C)=O)C(OC(C)=O)C(OC(C)=O)C4OC(C)=O)C(OC(C)=O)C(OC(C)=O)C3OC(C)=O)C(OC(C)=O)C2OC(C)=O)C(OC(C)=O)C1OC(C)=O. Reaction SMILES: [C:1]([CH3:2])(=[O:3])[O:4][CH:5]1[CH:6]([O:7][CH2:8][CH2:9][Br:10])[O:11][CH:12]([CH2:83][O:84][C:85]([CH3:86])=[O:87])[CH:13]([O:19][CH:20]2[CH:21]([O:22][C:23]([CH3:24])=[O:25])[CH:26]([O:27][C:28]([CH3:29])=[O:30])[CH:31]([O:32][CH:33]3[CH:34]([O:35][C:36]([CH3:37])=[O:38])[CH:39]([O:40][C:41]([CH3:42])=[O:43])[CH:44]([O:45][C:46]([CH3:47])=[O:48])[CH:49]([CH2:51][O:52][CH:53]4[CH:54]([O:55][C:56]([CH3:57])=[O:58])[CH:59]([O:60][C:61]([CH3:62])=[O:63])[CH:64]([O:65][C:66]([CH3:67])=[O:68])[CH:69]([CH2:71][O:72][C:73]([CH3:74])=[O:75])[O:70]4)[O:50]3)[CH:76]([CH2:78][O:79][C:80]([CH3:81])=[O:82])[O:77]2)[CH:14]1[O:15][C:16]([CH3:17])=[O:18].[CH3:95][N:96]([CH3:97])[CH:98]=[O:99].[SH:88][CH2:89][CH2:90][C:91](=[O:92])[O:93][CH3:94]>>[C:1]([CH3:2])(=[O:3])[O:4][CH:5]1[CH:6]([O:7][CH2:8][CH2:9][S:88][CH2:89][CH2:90][C:91](=[O:92])[O:93][CH3:94])[O:11][CH:12]([CH2:83][O:84][C:85]([CH3:86])=[O:87])[CH:13]([O:19][CH:20]2[CH:21]([O:22][C:23]([CH3:24])=[O:25])[CH:26]([O:27][C:28]([CH3:29])=[O:30])[CH:31]([O:32][CH:33]3[CH:34]([O:35][C:36]([CH3:37])=[O:38])[CH:39]([O:40][C:41]([CH3:42])=[O:43])[CH:44]([O:45][C:46]([CH3:47])=[O:48])[CH:49]([CH2:51][O:52][CH:53]4[CH:54]([O:55][C:56]([CH3:57])=[O:58])[CH:59]([O:60][C:61]([CH3:62])=[O:63])[CH:64]([O:65][C:66]([CH3:67])=[O:68])[CH:69]([CH2:71][O:72][C:73]([CH3:74])=[O:75])[O:70]4)[O:50]3)[CH:76]([CH2:78][O:79][C:80]([CH3:81])=[O:82])[O:77]2)[CH:14]1[O:15][C:16]([CH3:17])=[O:18]. Reactants: O=C1NC(=O)C2c3cccc4cccc(c34)C12, [K], O, Cc1ccc(S(=O)(=O)O)cc1, Cc1ncc([N+](=O)[O-])n1CCO. RXN SMILES: [CH:1]12[CH:2]([c:3]3[cH:4][cH:5][cH:6][c:7]4[cH:8][cH:9][cH:10][c:11]1[c:12]34)[C:13](=[O:17])[NH:14][C:15]2=[O:16].[K:18].[OH2:42].[OH:19][S:20]([c:21]1[cH:22][cH:23][c:24]([CH3:25])[cH:26][cH:27]1)(=[O:28])=[O:29].[OH:30][CH2:31][CH2:32][n:33]1[c:34]([CH3:41])[n:35][cH:36][c:37]1[N+:38](=[O:39])[O-:40]>>[CH:1]12[CH:2]([c:3]3[cH:4][cH:5][cH:6][c:7]4[cH:8][cH:9][cH:10][c:11]1[c:12]34)[C:13](=[O:17])[N:14]([CH2:31][CH2:32][n:33]1[c:34]([CH3:41])[n:35][cH:36][c:37]1[N+:38](=[O:39])[O-:40])[C:15]2=[O:16]. Yields the product Cc1ncc([N+](=O)[O-])n1CCN1C(=O)C2c3cccc4cccc(c34)C2C1=O. Starting materials: N(=NC(=O)OC(C)(C)C)C(=O)OC(C)(C)C (Di-tert-butyl azodicarboxylate), C1(=CC=CC=C1)P(C1=CC=CC=C1)C1=CC=CC=C1 (triphenylphosphine), CC1=NC=CC(=C1)CO ((2-methylpyridin-4-yl)methanol), FC1=CC=C(C=C1)C(=O)N1CC=2N(CC1)N=C(C2)O (5-[(4-fluorophenyl)carbonyl]-4,5,6,7-tetrahydropyrazolo[1,5-a]pyrazin-2-ol). The solvent is C1CCOC1 (THF). Conditions: temperature 130 celsius, time 20 minute. Yields the product FC1=CC=C(C=C1)C(=O)N1CC=2N(CC1)N=C(C2)OCC2=CC(=NC=C2)C (5-[(4-fluorophenyl)carbonyl]-2-[(2-methylpyridin-4-yl)methoxy]-4,5,6,7-tetrahydropyrazolo[1,5-a]pyrazine). The yield is 35.5%. Reaction SMILES: N(C(OC(C)(C)C)=O)=NC(OC(C)(C)C)=O.C1(P(C2C=CC=CC=2)C2C=CC=CC=2)C=CC=CC=1.[CH3:36][C:37]1[CH:42]=[C:41]([CH2:43][OH:44])[CH:40]=[CH:39][N:38]=1.[F:45][C:46]1[CH:51]=[CH:50][C:49]([C:52]([N:54]2[CH2:59][CH2:58][N:57]3[N:60]=[C:61](O)[CH:62]=[C:56]3[CH2:55]2)=[O:53])=[CH:48][CH:47]=1>C1COCC1>[F:45][C:46]1[CH:47]=[CH:48][C:49]([C:52]([N:54]2[CH2:59][CH2:58][N:57]3[N:60]=[C:61]([O:44][CH2:43][C:41]4[CH:40]=[CH:39][N:38]=[C:37]([CH3:36])[CH:42]=4)[CH:62]=[C:56]3[CH2:55]2)=[O:53])=[CH:50][CH:51]=1. Procedure: Di-tert-butyl azodicarboxylate (0.138 g, 0.6 mmol) was added to a stirred solution of triphenylphosphine (0.157 g, 0.6 mmol), (2-methylpyridin-4-yl)methanol (0.074 g, 0.6 mmol) and 5-[(4-fluorophenyl)carbonyl]-4,5,6,7-tetrahydropyrazolo[1,5-a]pyrazin-2-ol (0.157 g, 0.6 mmol) in THF (3 mL) in a sealed tube and under nitrogen. The mixture was stirred at 130° C. for 20 minutes under microwave irradiation and the solvents were evaporated in vacuo. The crude product was purified by flash column chrom... Starting materials: CCO, CC(C)C=Cc1c(C(C)C)nc(NC(C)C)c2n[nH]c(=O)n12. Product: CC(C)CCc1c(C(C)C)nc(NC(C)C)c2n[nH]c(=O)n12. As a reaction SMILES: [CH3:23][CH2:24][OH:25].[CH:1]([CH3:2])([CH3:3])[c:4]1[n:5][c:6]([NH:19][CH:20]([CH3:21])[CH3:22])[c:7]2[n:8]([c:9]1[CH:10]=[CH:11][CH:12]([CH3:13])[CH3:14])[c:15](=[O:18])[nH:16][n:17]2>>[CH:1]([CH3:2])([CH3:3])[c:4]1[n:5][c:6]([NH:19][CH:20]([CH3:21])[CH3:22])[c:7]2[n:8]([c:9]1[CH2:10][CH2:11][CH:12]([CH3:13])[CH3:14])[c:15](=[O:18])[nH:16][n:17]2. Starting materials: [Br-], CC[Mg+], C#CCO, CCCCCC(Cl)C=O, [Na+], C1CCOC1, O=P([O-])(O)O. The product is CCCCCC(Cl)C(O)C#CCO. As a reaction SMILES: [Br-:1].[CH2:2]([Mg+:3])[CH3:4].[CH2:5]([C:6]#[CH:7])[OH:8].[Cl:9][CH:10]([CH:11]=[O:12])[CH2:13][CH2:14][CH2:15][CH2:16][CH3:17].[Na+:23].[O:24]1[CH2:25][CH2:26][CH2:27][CH2:28]1.[P:18]([OH:19])([OH:20])([O-:21])=[O:22]>>[CH2:5]([C:6]#[C:7][CH:11]([CH:10]([Cl:9])[CH2:13][CH2:14][CH2:15][CH2:16][CH3:17])[OH:12])[OH:8]. Starting materials: C(C)(C)(C)OC(NC1=NC(=CC=C1)C1=CC=C(C=C1)C#N)=O ([6-(4-cyano-phenyl)-pyridin-2-yl]carbamic acid tert-butyl ester). Reagents/catalysts: [Ni] (Ni). Run in CCO (EtOH), N.O (NH3.H2O). Run at time 6 hour. Product: NCC1=CC=C(C=C1)C1=CC=CC(=N1)NC(O)=O ([6-(4-aminomethyl-phenyl)-pyridin-2-yl]-carbamic acid), butyl ester. Reaction SMILES: C([O:5][C:6](=[O:22])[NH:7][C:8]1[CH:13]=[CH:12][CH:11]=[C:10]([C:14]2[CH:19]=[CH:18][C:17]([C:20]#[N:21])=[CH:16][CH:15]=2)[N:9]=1)(C)(C)C>CCO.N.O.[Ni]>[NH2:21][CH2:20][C:17]1[CH:18]=[CH:19][C:14]([C:10]2[N:9]=[C:8]([NH:7][C:6](=[O:5])[OH:22])[CH:13]=[CH:12][CH:11]=2)=[CH:15][CH:16]=1 |f:2.3|. Procedure: A suspension of [6-(4-cyano-phenyl)-pyridin-2-yl]carbamic acid tert-butyl ester (7.0 g, 24 mmol), Raney Ni (1.0 g) in EtOH (500 mL) and NH3.H2O (10 mL) was hydrogenated under H2 (50 psi.) at 50° C. for 6 h. The catalyst was filtered off and the filtrate was concentrated to dryness to give [6-(4-aminomethyl-phenyl)-pyridin-2-yl]-carbamic acid ten-butyl ester, which was used directly in next step. 1H NMR (300 MHz, CDCl3) δ 7.83-7.92 (m, 3H), 7.70 (t, J=7.8 Hz, 1H), 7.33-7.40 (m, 4H), 3.92 (brs, 2H... The reactants are C1CCOC1, COc1cc2c(Cl)ncnc2cc1OCCN1CCCC1, [H-], O=C1Cc2ccccc2N1, [Na+], CN(C)C=O. The product is Cl, COc1cc2c(C3C(=O)Nc4ccccc43)ncnc2cc1OCCN1CCCC1. Reaction SMILES: [CH2:34]1[O:35][CH2:36][CH2:37][CH2:38]1.[Cl:13][c:14]1[n:15][cH:16][n:17][c:18]2[cH:19][c:20]([O:26][CH2:27][CH2:28][N:29]3[CH2:30][CH2:31][CH2:32][CH2:33]3)[c:21]([O:24][CH3:25])[cH:22][c:23]12.[H-:11].[NH:1]1[C:2](=[O:10])[CH2:3][c:4]2[cH:5][cH:6][cH:7][cH:8][c:9]21.[Na+:12].[O:39]=[CH:40][N:41]([CH3:42])[CH3:43]>>[ClH:13].[NH:1]1[C:2](=[O:10])[CH:3]([c:14]2[n:15][cH:16][n:17][c:18]3[cH:19][c:20]([O:26][CH2:27][CH2:28][N:29]4[CH2:30][CH2:31][CH2:32][CH2:33]4)[c:21]([O:24][CH3:25])[cH:22][c:23]23)[c:4]2[cH:5][cH:6][cH:7][cH:8][c:9]21.